From a dataset of the Open Reaction Database (ORD), a public repository of structured organic reaction records. describe an organic reaction: reactants, conditions, products, and yield The reactants are [H-].[Na+] (NaH), OC[C@@H]1N(CCC1)C(=O)C1=CC2=NC=CC(=C2S1)Cl ((2R)-(2-hydroxymethyl-pyrrolidin-1-yl)-[7-chloro-thieno[3,2-b]pyridin-2-yl]-methanone), C(C)I (EtI). The solvent is CN(C)C=O (DMF). Run at time 20 minute. The product is ClC1=C2C(=NC=C1)C=C(S2)C(=O)N2[C@H](CCC2)COCC ((7-Chloro-thieno[3,2-b]pyridin-2-yl)-(2R)-(2-ethoxymethyl-pyrrolidin-1-yl)-methanone). The yield is 44.6%. Reaction SMILES: [H-].[Na+].[OH:3][CH2:4][C@H:5]1[CH2:9][CH2:8][CH2:7][N:6]1[C:10]([C:12]1[S:20][C:19]2[C:14](=[N:15][CH:16]=[CH:17][C:18]=2[Cl:21])[CH:13]=1)=[O:11].[CH2:22](I)[CH3:23]>CN(C=O)C>[Cl:21][C:18]1[CH:17]=[CH:16][N:15]=[C:14]2[CH:13]=[C:12]([C:10]([N:6]3[CH2:7][CH2:8][CH2:9][C@@H:5]3[CH2:4][O:3][CH2:22][CH3:23])=[O:11])[S:20][C:19]=12 |f:0.1|. Procedure details: NaH (80 mg, 2 mmol) was added to a solution of (2R)-(2-hydroxymethyl-pyrrolidin-1-yl)-[7-chloro-thieno[3,2-b]pyridin-2-yl]-methanone (297 mg, 1 mmol) in DMF (5 mL), at 0° C. The reaction mixture was allowed to stir for 20 min, and EtI (234 mg, 1.5 mmol) was added dropwise. After 3 h the reaction was quenched with saturated aqueous KCN (10 mL). The aqueous layer was extracted with CH2Cl2 (3×15 mL). The combined organic extracts were dried (Na2SO4), and the solvent was removed. Purification by fla... Reactants: BrBr (bromine), CN1CC2=C(C1)C=CC1=C2NC(C1=O)=O (1,6,7,8-tetrahydro-7-methylbenzo[2,1-b:3,4-c']dipyrrole-2,3-dione), C(=O)([O-])[O-].[Na+].[Na+] (Na2CO3). Run in C(C)O (ethanol), O (water). Run at time 5 hour. Product: BrC1=CC2=C(NC(C2=O)=O)C=2CN(CC21)C (5-bromo-1,6,7,8-tetrahydro-7-methylbenzo[2,1-b:3,4-c']dipyrrole-2,3-dione). RXN SMILES: [CH3:1][N:2]1[CH2:6][C:5]2[CH:7]=[CH:8][C:9]3[C:13](=[O:14])[C:12](=[O:15])[NH:11][C:10]=3[C:4]=2[CH2:3]1.[Br:16]Br.C([O-])([O-])=O.[Na+].[Na+]>O.C(O)C>[Br:16][C:7]1[C:5]2[CH2:6][N:2]([CH3:1])[CH2:3][C:4]=2[C:10]2[NH:11][C:12](=[O:15])[C:13](=[O:14])[C:9]=2[CH:8]=1 |f:2.3.4|. Procedure: To a stirred suspension of 1,6,7,8-tetrahydro-7-methylbenzo[2,1-b:3,4-c']dipyrrole-2,3-dione (0.5 g, 2.48 mmol) in water (20 ml) was added a solution of bromine (0.7 ml) in ethanol (5 ml). After 5 hours stirring at room temperature the reaction was completed and pH was adjusted to 8 with sat Na2CO3. The precipitated product was filtered off and washed with water, M.p. >300° C. Reactants: BrC1=C(C=CC(=C1)OC)OCCCl (2-bromo-1-(2-chloroethoxy)-4-methoxybenzene), Mg, CI (MeI). The solvent is C1CCOC1 (THF). Conditions: time 20 hour. Yields the product COC=1C=CC2=C(CCO2)C1 (5-Methoxy-2,3-dihydrobenzofuran). Yield: 84.2%. RXN SMILES: Br[C:2]1[CH:7]=[C:6]([O:8][CH3:9])[CH:5]=[CH:4][C:3]=1[O:10][CH2:11][CH2:12]Cl.CI>C1COCC1>[CH3:9][O:8][C:6]1[CH:7]=[CH:2][C:3]2[O:10][CH2:11][CH2:12][C:4]=2[CH:5]=1. Procedure details: To a solution of 2-bromo-1-(2-chloroethoxy)-4-methoxybenzene (1.38 g, 5.22 mmol) in THF was added 190 mg (7.82 mmol) of Mg and MeI (3 mL). The mixture was sonicated for 2 h and stirred at room temperature for additional 20 h. The reaction was quenched with 3N HCl (50 mL) and extracted with 1:1 hexane/ethyl acetate (3×50 mL). The combined organic extracts were washed with saturated NaHCO3 brine and dried (Na2SO4). After removing the solvent under reduced pressure, flash chromatography (3:1 hexane...